Dataset: the Open Reaction Database (ORD), a public repository of structured organic reaction records. Task: describe an organic reaction: reactants, conditions, products, and yield The reactants are CO, Cc1ccnc(Cl)n1, NN, O. Product: Cc1ccnc(NN)n1. RXN SMILES: [CH3:12][OH:13].[Cl:1][c:2]1[n:3][cH:4][cH:5][c:6]([CH3:8])[n:7]1.[NH2:10][NH2:11].[OH2:9]>>[c:2]1([NH:10][NH2:11])[n:3][cH:4][cH:5][c:6]([CH3:8])[n:7]1. Procedure details: 2-Nitrophenylhydrazine (3.7 g, 24.2 mmol) and 4-piperidone monohydrate hydrochloride (3.7 g, 24.2 mmol) were suspended in 2,2,2-trifluoroethanol (25 mL). The resultant mixture was heated at reflux for 2 h and then concentrated. Conc. HCl (35 mL) was added in one portion. The resultant mixture was then heated at 105° C. for 15 h, and allowed to cool to rt, after which it was poured onto ice. While vigorously stirring, a 50% NaOH solution was added portionwise over 10 min until pH 12, maintaining ... Isolated yield 55.4%. Run at temperature 105 celsius. The product is [N+](=O)([O-])C1=CC=CC=2C3=C(NC12)CCNC3 (6-nitro-2,3,4,5-tetrahydro-1H-pyrido[4,3-b]indole). Starting materials: [N+](=O)([O-])C1=C(C=CC=C1)NN (2-Nitrophenylhydrazine), Cl.O.N1CCC(CC1)=O (4-piperidone monohydrate hydrochloride), resultant mixture. As a reaction SMILES: [N+:1]([C:4]1[CH:9]=[CH:8][CH:7]=[CH:6][C:5]=1[NH:10]N)([O-:3])=[O:2].Cl.O.[NH:14]1[CH2:19][CH2:18][C:17](=O)[CH2:16][CH2:15]1>FC(F)(F)CO>[N+:1]([C:4]1[C:5]2[NH:10][C:17]3[CH2:18][CH2:19][NH:14][CH2:15][C:16]=3[C:6]=2[CH:7]=[CH:8][CH:9]=1)([O-:3])=[O:2] |f:1.2.3|. The solvent is FC(CO)(F)F (2,2,2-trifluoroethanol). Reactants: C(=O)NC=1SC=C(N1)C(C(=O)O)=NOCC(F)(F)F (2-(2-formamidothiazol-4-yl)-2-(2,2,2-trifluoroethoxyimino)acetic acid), Example 17 ( 1 ), C[Si](C)(C)CC(=O)N (trimethylsilylacetamide), P(=O)(Cl)(Cl)Cl (phosphoryl chloride), NC1[C@@H]2N(C(=C(CS2)CSC2=NN=NN2C)C(=O)O)C1=O (7-amino-3-(1-methyl-1H-tetrazol-5-yl)thiomethyl-3-cephem-4-carboxylic acid). Run in CN(C=O)C (N,N-dimethylformamide), C(C)(=O)OCC (ethyl acetate), C(C)(=O)OCC (ethyl acetate). The product is C(=O)NC=1SC=C(N1)C(C(=O)NC1[C@@H]2N(C(=C(CS2)CSC2=NN=NN2C)C(=O)O)C1=O)=NOCC(F)(F)F (7-[2-(2-formamidothiazol-4-yl)-2-(2,2,2-trifluoroethoxyimino)acetamido]-3-(1-methyl-1H-tetrazol-5-yl)thiomethyl-3-cephem-4-carboxylic acid). Yield: 28.9%. RXN SMILES: [CH:1]([NH:3][C:4]1[S:5][CH:6]=[C:7]([C:9](=[N:13][O:14][CH2:15][C:16]([F:19])([F:18])[F:17])[C:10]([OH:12])=O)[N:8]=1)=[O:2].P(Cl)(Cl)(Cl)=O.[NH2:25][CH:26]1[C:44](=[O:45])[N:28]2[C:29]([C:41]([OH:43])=[O:42])=[C:30]([CH2:33][S:34][C:35]3[N:39]([CH3:40])[N:38]=[N:37][N:36]=3)[CH2:31][S:32][C@H:27]12.C[Si](CC(N)=O)(C)C>C(OCC)(=O)C.CN(C)C=O>[CH:1]([NH:3][C:4]1[S:5][CH:6]=[C:7]([C:9](=[N:13][O:14][CH2:15][C:16]([F:19])([F:18])[F:17])[C:10]([NH:25][CH:26]2[C:44](=[O:45])[N:28]3[C:29]([C:41]([OH:43])=[O:42])=[C:30]([CH2:33][S:34][C:35]4[N:39]([CH3:40])[N:38]=[N:37][N:36]=4)[CH2:31][S:32][C@H:27]23)=[O:12])[N:8]=1)=[O:2]. Procedure: A solution of 2-(2-formamidothiazol-4-yl)-2-(2,2,2-trifluoroethoxyimino)acetic acid (syn isomer, 1.78 g.), N,N-dimethylformamide (0.48 g.) and phosphoryl chloride (1.01 g.) in ethyl acetate (18 ml.), and a solution of 7-amino-3-(1-methyl-1H-tetrazol-5-yl)thiomethyl-3-cephem-4-carboxylic acid (1.97 g.) and trimethylsilylacetamide (4.72 g.) in ethyl acetate (28 ml.). were treated in a similar manner to that of Example 17 (1) to give 7-[2-(2-formamidothiazol-4-yl)-2-(2,2,2-trifluoroethoxyimino)acet... Reactants: CC=1C=C(C=O)C(=CC1)[N+](=O)[O-] (3-methyl-6-nitrobenzaldehyde), [Br-] (bromide), C[Si]([N-][Si](C)(C)C)(C)C.[K+] (potassium hexamethyldisilazide), C1(=CC=CC=C1)C (toluene), Cl (hydrochloric acid). Run in C1CCOC1 (THF), C1CCOC1 (THF). Run at temperature -10 celsius, time 1 hour. Product: CC=1C=C(C=C)C(=CC1)[N+](=O)[O-] (3-Methyl-6-nitrostyrene). Yield: 65.1%. Reaction SMILES: [Br-].C[Si](C)(C)[N-][Si](C)(C)C.[K+].[C:12]1(C)C=CC=CC=1.[CH3:19][C:20]1[CH:21]=[C:22]([C:25]([N+:28]([O-:30])=[O:29])=[CH:26][CH:27]=1)[CH:23]=O.Cl>C1COCC1>[CH3:19][C:20]1[CH:21]=[C:22]([C:25]([N+:28]([O-:30])=[O:29])=[CH:26][CH:27]=1)[CH:23]=[CH2:12] |f:1.2|. Procedure: To a suspension of methyltriphenylphosphnium bromide (18.86 g, 52.8 mmol) in THF (120 mL) was added 0.5M potassium hexamethyldisilazide in toluene (106 mL, 53.0 mmol) at -10° C. The mixture was stirred for 40 min at the same temperature and 3-methyl-6-nitrobenzaldehyde (8.0 g, 48 mmol) in THF (60 mL) was added. The mixture was stirred for 1 h at -10° C. and 0.2N hydrochloric acid (400 mL) was added. The mixture was extracted with ethyl acetate, washed with brine, dried over magnesium sulfate, an... Reaction SMILES: [CH2:1]([NH:19][C:20](OCC(=C)COC(=O)CCCCC[Br:33])=O)[CH2:2][CH2:3][CH2:4]CCCCCCCCCCCCCC.[CH2:36]([NH:54][C:55]([O:57][CH2:58][C:59](=[CH:70][CH3:71])[CH2:60][O:61][C:62](=[O:69])[CH2:63][CH2:64][CH2:65][CH2:66][CH2:67]Br)=[O:56])[CH2:37][CH2:38][CH2:39][CH2:40][CH2:41][CH2:42][CH2:43][CH2:44][CH2:45][CH2:46][CH2:47][CH2:48][CH2:49][CH2:50][CH2:51][CH2:52][CH3:53]>>[Br-:33].[CH2:36]([NH:54][C:55]([O:57][CH2:58][C:59](=[CH:70][CH3:71])[CH2:60][O:61][C:62](=[O:69])[CH2:63][CH2:64][CH2:65][CH2:66][CH2:67][N+:19]1[CH:1]=[CH:2][CH:3]=[CH:4][CH:20]=1)=[O:56])[CH2:37][CH2:38][CH2:39][CH2:40][CH2:41][CH2:42][CH2:43][CH2:44][CH2:45][CH2:46][CH2:47][CH2:48][CH2:49][CH2:50][CH2:51][CH2:52][CH3:53] |f:2.3|. Starting materials: C(CCCCCCCCCCCCCCCCC)NC(=O)OCC(COC(CCCCCBr)=O)=C (1-octadecylaminocarbonyloxy-3-(6-bromohexanoyloxy)-2-methylenepropane), C(CCCCCCCCCCCCCCCCC)NC(=O)OCC(COC(CCCCCBr)=O)=CC (1-octadecylaminocarbonyloxy-3-(6-bromohexanoyloxy)-2-ethylidenepropane). Yields the product [Br-].C(CCCCCCCCCCCCCCCCC)NC(=O)OCC(COC(CCCCC[N+]1=CC=CC=C1)=O)=CC (1-Octadecylaminocarbonyloxy-3-[6-(1-pyridinio)hexanoyloxy]-2-ethylidenepropane bromide). Procedure details: Following the procedure described in Example 6, but replacing 1-octadecylaminocarbonyloxy-3-(6-bromohexanoyloxy)-2-methylenepropane with an approx. 1:1 mixture of E- and Z-isomers of 1-octadecylaminocarbonyloxy-3-(6-bromohexanoyloxy)-2-ethylidenepropane (from Preparation 29), an approx. 1:1 mixture of E- and Z-isomers of the desired compound is obtained. The reactants are BrC=1SC(=CC1C1=C(N=C(S1)NC(C)=O)C)S(=O)(=O)N1CCC(CC1)OC (N-{5-[2-Bromo-5-(4-methoxy-piperidine-1-sulfonyl)-thiophen-3-yl]-4-methyl-thiazol-2-yl}-acetamide), C(CCC)[Li] (n-Butyllithium). Solvent: C1CCOC1 (THF). Reaction conditions: temperature -70 celsius, time 40 minute. Yields the product COC1CCN(CC1)S(=O)(=O)C1=CC(=CS1)C1=C(N=C(S1)NC(C)=O)C (N-(5-{5-[(4-methoxypiperidin-1-yl)sulfonyl]-3-thienyl}-4-methyl-1,3-thiazol-2-yl)acetamide). Reaction SMILES: Br[C:2]1[S:3][C:4]([S:17]([N:20]2[CH2:25][CH2:24][CH:23]([O:26][CH3:27])[CH2:22][CH2:21]2)(=[O:19])=[O:18])=[CH:5][C:6]=1[C:7]1[S:11][C:10]([NH:12][C:13](=[O:15])[CH3:14])=[N:9][C:8]=1[CH3:16].C([Li])CCC>C1COCC1>[CH3:27][O:26][CH:23]1[CH2:22][CH2:21][N:20]([S:17]([C:4]2[S:3][CH:2]=[C:6]([C:7]3[S:11][C:10]([NH:12][C:13](=[O:15])[CH3:14])=[N:9][C:8]=3[CH3:16])[CH:5]=2)(=[O:18])=[O:19])[CH2:25][CH2:24]1. Procedure details: N-{5-[2-Bromo-5-(4-methoxy-piperidine-1-sulfonyl)-thiophen-3yl]-4-methyl-thiazol-2-yl}-acetamide obtained in Step I as described above (250 mg; 0.51 mmol; 1 eq), is dissolved in anhydrous THF (20 ml). The reaction mixture is cooled down to −70° C. and put under nitrogen. n-Butyllithium (2 ml; 1.6 M; 4.04 mmol; 8 eq) is added dropwise. The reaction is stirred 40 minutes and quenched with water. Solvents are evaporated and the resulting crude product is purified by preparative HPLC, affording Comp... The reactants are ClCCl, N#CBr, CCOc1cc(N)c(Cl)cc1C(=O)NCC1CN(CC2CCNCC2)CCO1. Product: CCOc1cc(N)c(Cl)cc1C(=O)NCC1CN(CC2CCN(C#N)CC2)CCO1. Reaction SMILES: [CH2:32]([Cl:33])[Cl:34].[N:29]#[C:30][Br:31].[NH2:1][c:2]1[cH:3][c:4]([O:26][CH2:27][CH3:28])[c:5]([C:6](=[O:7])[NH:8][CH2:9][CH:10]2[O:11][CH2:12][CH2:13][N:14]([CH2:16][CH:17]3[CH2:18][CH2:19][NH:20][CH2:21][CH2:22]3)[CH2:15]2)[cH:23][c:24]1[Cl:25]>>[NH2:1][c:2]1[cH:3][c:4]([O:26][CH2:27][CH3:28])[c:5]([C:6](=[O:7])[NH:8][CH2:9][CH:10]2[O:11][CH2:12][CH2:13][N:14]([CH2:16][CH:17]3[CH2:18][CH2:19][N:20]([C:30]#[N:29])[CH2:21][CH2:22]3)[CH2:15]2)[cH:23][c:24]1[Cl:25].